This data is from the Open Reaction Database (ORD), a public repository of structured organic reaction records. The task is: describe an organic reaction: reactants, conditions, products, and yield Reagents/catalysts: C=1C=CC(=CC1)[P](C=2C=CC=CC2)(C=3C=CC=CC3)[Pd]([P](C=4C=CC=CC4)(C=5C=CC=CC5)C=6C=CC=CC6)([P](C=7C=CC=CC7)(C=8C=CC=CC8)C=9C=CC=CC9)[P](C=1C=CC=CC1)(C=1C=CC=CC1)C=1C=CC=CC1 (tetrakis(triphenylphosphine)palladium(0)). Isolated yield 26.5%. Solvent: C1(=CC=CC=C1)C (toluene), C(C)O (ethanol), O (water). Product: C(C1=CC=CC=C1)OC1=C(C(=C(C=C1)C1=NC=C(C=N1)Br)F)F (2-(4-benzyloxy-2,3-difluorophenyl)5-bromopyrimidine). RXN SMILES: Br[C:2]1[N:7]=[CH:6][C:5]([Br:8])=[CH:4][N:3]=1.[CH2:9]([O:16][C:17]1[CH:22]=[CH:21][C:20](B(O)O)=[C:19]([F:26])[C:18]=1[F:27])[C:10]1[CH:15]=[CH:14][CH:13]=[CH:12][CH:11]=1.C(=O)([O-])[O-].[Na+].[Na+]>C1(C)C=CC=CC=1.C(O)C.O.C1C=CC([P]([Pd]([P](C2C=CC=CC=2)(C2C=CC=CC=2)C2C=CC=CC=2)([P](C2C=CC=CC=2)(C2C=CC=CC=2)C2C=CC=CC=2)[P](C2C=CC=CC=2)(C2C=CC=CC=2)C2C=CC=CC=2)(C2C=CC=CC=2)C2C=CC=CC=2)=CC=1>[CH2:9]([O:16][C:17]1[CH:22]=[CH:21][C:20]([C:2]2[N:7]=[CH:6][C:5]([Br:8])=[CH:4][N:3]=2)=[C:19]([F:26])[C:18]=1[F:27])[C:10]1[CH:11]=[CH:12][CH:13]=[CH:14][CH:15]=1 |f:2.3.4,^1:48,50,69,88|. The reactants are BrC1=NC=C(C=N1)Br (2,5-dibromopyrimidine), C(C1=CC=CC=C1)OC1=C(C(=C(C=C1)B(O)O)F)F (4-benzyloxy-2,3-difluorophenylboronic acid), C([O-])([O-])=O.[Na+].[Na+] (sodium carbonate). Procedure: A reaction of 14 mmol of 2,5-dibromopyrimidine, 17 mmol of 4-benzyloxy-2,3-difluorophenylboronic acid, 34 mmol of sodium carbonate and 0.14 mmol of tetrakis(triphenylphosphine)palladium(0) in 100 ml of toluene, 50 ml of ethanol and 50 ml of water is carried out analogously to the procedure indicated for precursor 3. Purification by recrystallization from 2-propanol gives 1.4 g (26%) of a colorless solid, m.p. 138° C. Starting materials: [Si](C)(C)(C(C)(C)C)OC(CCCCCCC1=CC=CC=C1)C=1OC(=CN1)C1=C(C#N)C=CC=C1 (2-(2-(1-(tert-Butyldimethylsilyloxy)-7-phenylheptyl)oxazol-5-yl)benzonitrile), [Si](C)(C)(C(C)(C)C)OC(CCCCCCC1=CC=CC=C1)C=1OC(=CN1)[Sn](CCCC)(CCCC)CCCC (2-(1-(tert-butyldimethylsilyloxy)-7-phenylheptyl)-5-(tributylstannyl)oxazole), BrC1=C(C#N)C=CC=C1 (2-bromobenzonitrile). The product is EtOAc hexanes, C1(=CC=CC=C1)CCCCCCC(=O)C=1OC(=CN1)C1=C(C#N)C=CC=C1 (2-(2-(7-Phenylheptanoyl)oxazol-5-yl)benzonitrile). The yield is 81.0%. Reaction SMILES: [Si]([O:8][CH:9]([C:22]1[O:23][C:24]([C:27]2[CH:34]=[CH:33][CH:32]=[CH:31][C:28]=2[C:29]#[N:30])=[CH:25][N:26]=1)[CH2:10][CH2:11][CH2:12][CH2:13][CH2:14][CH2:15][C:16]1[CH:21]=[CH:20][CH:19]=[CH:18][CH:17]=1)(C(C)(C)C)(C)C.[Si](OC(C1OC([Sn](CCCC)(CCCC)CCCC)=CN=1)CCCCCCC1C=CC=CC=1)(C(C)(C)C)(C)C.BrC1C=CC=CC=1C#N>>[C:16]1([CH2:15][CH2:14][CH2:13][CH2:12][CH2:11][CH2:10][C:9]([C:22]2[O:23][C:24]([C:27]3[CH:34]=[CH:33][CH:32]=[CH:31][C:28]=3[C:29]#[N:30])=[CH:25][N:26]=2)=[O:8])[CH:21]=[CH:20][CH:19]=[CH:18][CH:17]=1. Procedure details: 2-(2-(1-(tert-Butyldimethylsilyloxy)-7-phenylheptyl)oxazol-5-yl)benzonitrile. The title compound was prepared from 2-(1-(tert-butyldimethylsilyloxy)-7-phenylheptyl)-5-(tributylstannyl)oxazole (60 mg, 0.091 mmol) and 2-bromobenzonitrile following General Procedure A. Flash chromatography (2-5% EtOAc/hexanes) yielded the title compound as a clear oil (35 mg, 81%): 1H NMR (CDCl3, 600 MHz) δ 7.90 (s, 1H), 7.85 (d, 1H, J=7.8 Hz), 7.74 (d, 1H, J=7.8 Hz), 7.66 (t, 1H, J=7.8 Hz), 7.40 (t, 1H, J=7.8 Hz),... Starting materials: C(C1=CC=CC=C1)N1CC(C(CC1)NC)(C)C (1-benzyl-4-methylamino-3,3-dimethylpiperidine). Reagents/catalysts: [OH-].[OH-].[Pd+2] (Pd(OH)2 on carbon). The solvent is CO (methanol), [H][H] (hydrogen). Yields the product CNC1C(CNCC1)(C)C (4-methylamino-3,3-dimethyl-piperidine). As a reaction SMILES: C([N:8]1[CH2:13][CH2:12][CH:11]([NH:14][CH3:15])[C:10]([CH3:17])([CH3:16])[CH2:9]1)C1C=CC=CC=1>CO.[H][H].[OH-].[OH-].[Pd+2]>[CH3:15][NH:14][CH:11]1[CH2:12][CH2:13][NH:8][CH2:9][C:10]1([CH3:17])[CH3:16] |f:3.4.5|. Procedure: A mixture of 20% Pd(OH)2 on carbon (0.15 g) and 1-benzyl-4-methylamino-3,3-dimethylpiperidine (0.5 g, 2.1 mmol) in methanol (10 ml) was stirred in hydrogen atmosphere (1 atm.) at 60° C. for 6 hr. The catalyst was filtered off, washed with methanol and filtrate was concentrated to dryness to afford 4-methylamino-3,3-dimethyl-piperidine. Yield 0.3 g (99%), C8H18N2, m/z 143 (M+1), PMR (CDCl3): 0.88 (s, 6H), 1.24 (m, 2H), 1.8 (bs, 2H, D2O exchangeable), 1.8 (m, 1H), 2.1 (m, 1H), 2.4 (s, 3H), 2.6 (d,... RXN SMILES: [CH2:24]1[O:25][CH2:26][CH2:27][CH2:28]1.[CH3:1][Si:2]([CH2:3][CH2:4][O:5][CH2:6][n:7]1[cH:8][n:9][c:10]2[c:11]1[cH:12][c:13]([C:15](=[O:16])[O:17][CH2:18][CH3:19])[nH:14]2)([CH3:20])[CH3:21].[CH3:29][OH:30].[Li+:23].[OH-:22]>>[CH3:1][Si:2]([CH2:3][CH2:4][O:5][CH2:6][n:7]1[cH:8][n:9][c:10]2[c:11]1[cH:12][c:13]([C:15](=[O:16])[OH:17])[nH:14]2)([CH3:20])[CH3:21]. The product is C[Si](C)(C)CCOCn1cnc2[nH]c(C(=O)O)cc21. The reactants are C1CCOC1, CCOC(=O)c1cc2c(ncn2COCC[Si](C)(C)C)[nH]1, CO, [Li+], [OH-]. Yields the product OCCNC1=C(C=C(C#N)C=C1)[N+](=O)[O-] (4-(2-Hydroxyethylamino)-3-nitrobenzonitrile). The reactants are ClC1=C(C=C(C#N)C=C1)[N+](=O)[O-] (4-chloro-3-nitrobenzonitrile), C(O)CN (ethanolamine), C(O)CN (ethanolamine), C(O)CN (Ethanolamine). The solvent is C(C)O (ethanol), O1CCCC1 (tetrahydrofuran). Conditions: time 2 hour. Reported procedure: A solution of 4-chloro-3-nitrobenzonitrile (10.13 g) and ethanolamine (3.52 ml) in a mixture of ethanol (150 ml) and tetrahydrofuran (50 ml) was stirred at room temperature for 2 hours. Ethanolamine (3.35 ml) was added and the mixture was stirred at 50° C. for 1 hour. Then, ethanolamine (3.35 ml) was added, and the mixture was stirred at the same temperature for 1 hour. After completion of the reaction, the solvent was evaporated and the obtained solid was washed with isopropanoyl, collected by ... RXN SMILES: Cl[C:2]1[CH:9]=[CH:8][C:5]([C:6]#[N:7])=[CH:4][C:3]=1[N+:10]([O-:12])=[O:11].[CH2:13]([CH2:15][NH2:16])[OH:14]>C(O)C.O1CCCC1>[OH:14][CH2:13][CH2:15][NH:16][C:2]1[CH:9]=[CH:8][C:5]([C:6]#[N:7])=[CH:4][C:3]=1[N+:10]([O-:12])=[O:11]. Starting materials: CC1(OC(OC1(C)C)C1=CC=C(C=C1)O)C (4-(4,4,5,5-tetramethyl-[1,3]dioxolan-2-yl)-phenol), C(=O)([O-])[O-].[Cs+].[Cs+] (Cs2CO3), BrCC(=O)OCC (ethyl α-bromoacetate). Run in C(C)(=O)OCC (ethyl acetate), CN(C)C=O (DMF). Conditions: time 24 hour. Yields the product C(C)OC(COC1=CC=C(C=C1)C1OC(C(O1)(C)C)(C)C)=O ([4-(4,4,5,5-tetramethyl-[1,3]dioxolan-2-yl)-phenoxy]-acetic acid ethyl ester). Yield: 89.2%. Reaction SMILES: [CH3:1][C:2]1([CH3:16])[C:6]([CH3:8])([CH3:7])[O:5][CH:4]([C:9]2[CH:14]=[CH:13][C:12]([OH:15])=[CH:11][CH:10]=2)[O:3]1.C([O-])([O-])=O.[Cs+].[Cs+].Br[CH2:24][C:25]([O:27][CH2:28][CH3:29])=[O:26]>CN(C=O)C.C(OCC)(=O)C>[CH2:28]([O:27][C:25](=[O:26])[CH2:24][O:15][C:12]1[CH:13]=[CH:14][C:9]([CH:4]2[O:3][C:2]([CH3:16])([CH3:1])[C:6]([CH3:7])([CH3:8])[O:5]2)=[CH:10][CH:11]=1)[CH3:29] |f:1.2.3|. Reported procedure: To a solution of 4-(4,4,5,5-tetramethyl-[1,3]dioxolan-2-yl)-phenol (10.0 g, 45.5 mmol) and Cs2CO3 (23.5 g, 68.25 mmol) in DMF (60 mL) was added ethyl α-bromoacetate (11.6 g, 68.25 mmol). The mixture was stirred at room temperature for 24 hours, then diluted with ethyl acetate, washed with water, dried over Na2SO4. After filtration and evaporation, the residue was dried under high vacuum to provide [4-(4,4,5,5-tetramethyl-[1,3]dioxolan-2-yl)-phenoxy]-acetic acid ethyl ester (12.52 g, 90% yield) a... Reactants: P1(OC2=C(C=CC=C2)O1)(=O)Cl (o-phenylene phosphorochloridate), C1(=CC=CC=C1)C(OC(=O)C(CCCC(=O)N[C@H]1[C@@H]2N(C(=C(CS2)CO)C(=O)OC(C2=CC=CC=C2)C2=CC=CC=C2)C1=O)N1C(C=2C(C1=O)=CC=CC2)=O)C2=CC=CC=C2 (diphenylmethyl 7β-(5-diphenylmethyloxycarbonyl-5-phthalimidovaleramido)-3-hydroxymethyl-3-cephem-4-carboxylate), O (water), SC1=NN=NN1C (5-mercapto-1-methyl-1H-tetrazole). Solvent: C(Cl)Cl (methylene chloride), C(Cl)Cl (methylene chloride), C(Cl)Cl (methylene chloride). Run at temperature -10 celsius, time 20 minute. Yields the product C1(=CC=CC=C1)C(OC(=O)C(CCCC(=O)N[C@H]1[C@@H]2N(C(=C(CS2)CSC2=NN=NN2C)C(=O)OC(C2=CC=CC=C2)C2=CC=CC=C2)C1=O)N1C(C=2C(C1=O)=CC=CC2)=O)C2=CC=CC=C2 (diphenylmethyl 7β-(5-diphenylmethyloxycarbonyl-5-phthalimidovaleramido)-3-(1-methyl-1H-tetrazol-5-yl)thiomethyl-3-cephem-4-carboxylate). As a reaction SMILES: [SH:1][C:2]1[N:6]([CH3:7])[N:5]=[N:4][N:3]=1.P1(Cl)(=O)OC2C=CC=CC=2O1.[C:19]1([CH:25]([C:74]2[CH:79]=[CH:78][CH:77]=[CH:76][CH:75]=2)[O:26][C:27]([CH:29]([N:63]2[C:67](=[O:68])[C:66]3=[CH:69][CH:70]=[CH:71][CH:72]=[C:65]3[C:64]2=[O:73])[CH2:30][CH2:31][CH2:32][C:33]([NH:35][C@@H:36]2[C:61](=[O:62])[N:38]3[C:39]([C:45]([O:47][CH:48]([C:55]4[CH:60]=[CH:59][CH:58]=[CH:57][CH:56]=4)[C:49]4[CH:54]=[CH:53][CH:52]=[CH:51][CH:50]=4)=[O:46])=[C:40]([CH2:43]O)[CH2:41][S:42][C@H:37]23)=[O:34])=[O:28])[CH:24]=[CH:23][CH:22]=[CH:21][CH:20]=1.O>C(Cl)Cl>[C:19]1([CH:25]([C:74]2[CH:79]=[CH:78][CH:77]=[CH:76][CH:75]=2)[O:26][C:27]([CH:29]([N:63]2[C:67](=[O:68])[C:66]3=[CH:69][CH:70]=[CH:71][CH:72]=[C:65]3[C:64]2=[O:73])[CH2:30][CH2:31][CH2:32][C:33]([NH:35][C@@H:36]2[C:61](=[O:62])[N:38]3[C:39]([C:45]([O:47][CH:48]([C:49]4[CH:50]=[CH:51][CH:52]=[CH:53][CH:54]=4)[C:55]4[CH:60]=[CH:59][CH:58]=[CH:57][CH:56]=4)=[O:46])=[C:40]([CH2:43][S:1][C:2]4[N:6]([CH3:7])[N:5]=[N:4][N:3]=4)[CH2:41][S:42][C@H:37]23)=[O:34])=[O:28])[CH:24]=[CH:23][CH:22]=[CH:21][CH:20]=1. Procedure: In 5 ml of methylene chloride was dissolved 0.195 g of 5-mercapto-1-methyl-1H-tetrazole and the solution was cooled to -10° C. Then, a solution of 0.268 g of o-phenylene phosphorochloridate in 5 ml of methylene chloride was added and, under cooling at -20° to -25° C., a solution of 1.170 g of diphenylmethyl 7β-(5-diphenylmethyloxycarbonyl-5-phthalimidovaleramido)-3-hydroxymethyl-3-cephem-4-carboxylate in 8 ml of methylene chloride was added dropwise. The mixture was stirred at the same temperatu...